Dataset: the Open Reaction Database (ORD), a public repository of structured organic reaction records. Task: describe an organic reaction: reactants, conditions, products, and yield Reactants: [Cl-].C(C)(C)[Zn+] (Isopropylzinc(II) chloride), ClC1=CC=C(CN2C(N(N=C(C2=O)Br)C=2C=C(C=CC2)NC(C)=O)=O)C=C1 (N-(3-(4-(4-chlorobenzyl)-6-bromo-3,5-dioxo-4,5-dihydro-1,2,4-triazin-2(3H)-yl)phenyl)acetamide), C1CCOC1 (THF), C(OC)COC (dimethoxyethane). Reagents/catalysts: C1=CC=C(C=C1)P([C-]2C=CC=C2)C3=CC=CC=C3.C1=CC=C(C=C1)P([C-]2C=CC=C2)C3=CC=CC=C3.Cl[Pd]Cl.[Fe+2] (PdCl2(dppf)). Solvent: O (water). Conditions: temperature 50 celsius. Product: ClC1=CC=C(CN2C(N(N=C(C2=O)C(C)C)C=2C=C(C=CC2)NC(C)=O)=O)C=C1 (N-(3-(4-(4-chlorobenzyl)-6-isopropyl-3,5-dioxo-4,5-dihydro-1,2,4-triazin-2(3H)-yl)phenyl)acetamide). The yield is 58.0%. As a reaction SMILES: [Cl:1][C:2]1[CH:27]=[CH:26][C:5]([CH2:6][N:7]2[C:12](=[O:13])[C:11](Br)=[N:10][N:9]([C:15]3[CH:16]=[C:17]([NH:21][C:22](=[O:24])[CH3:23])[CH:18]=[CH:19][CH:20]=3)[C:8]2=[O:25])=[CH:4][CH:3]=1.[CH2:28]1[CH2:32]OC[CH2:29]1.C(COC)OC.[Cl-].C([Zn+])(C)C>O.C1C=CC(P(C2C=CC=CC=2)[C-]2C=CC=C2)=CC=1.C1C=CC(P(C2C=CC=CC=2)[C-]2C=CC=C2)=CC=1.Cl[Pd]Cl.[Fe+2]>[Cl:1][C:2]1[CH:27]=[CH:26][C:5]([CH2:6][N:7]2[C:12](=[O:13])[C:11]([CH:28]([CH3:32])[CH3:29])=[N:10][N:9]([C:15]3[CH:16]=[C:17]([NH:21][C:22](=[O:24])[CH3:23])[CH:18]=[CH:19][CH:20]=3)[C:8]2=[O:25])=[CH:4][CH:3]=1 |f:3.4,6.7.8.9|. Procedure details: According to Scheme 2 Step 4: A mixture of N-(3-(4-(4-chlorobenzyl)-6-bromo-3,5-dioxo-4,5-dihydro-1,2,4-triazin-2(3H)-yl)phenyl)acetamide 2(C) (100 mg, 0.22 mmol), THF (2 mL), dimethoxyethane (69 μl, 0.67 mmol) and PdCl2(dppf) (8 mg, 0.011 mmol) was stirred under nitrogen atmosphere at 50° C. Isopropylzinc(II) chloride solution 0.58M (1.15 mL, 0.67 mmol) was added dropwise and the mixture was stirred at 50° C. during 1 hour. The reaction mixture was diluted with 100 mL of water and extracted twi... Reactants: C(CCC)N1C(=NC=C1[C@H](CCCC)NN1[C@H](CCC1)COC)C1=CC=CC=C1 ((R,S)-[1-(3-Butyl-2-phenyl-3H-imidazole-4-yl)-pentyl]-(2-methoxymethyl-pyrrolidin-1-yl)-amine), B.C1CCOC1 (borane THF), Cl (HCl). Run in C1CCOC1 (THF). Run at time 2 hour. The product is C(CCC)N1C(=NC=C1[C@@H](CCCC)N)C1=CC=CC=C1 ((R)-1-(3-Butyl-2-phenyl-3H-imidazol-4-yl)-pentylamine). RXN SMILES: [CH2:1]([N:5]1[C:9]([C@@H:10]([NH:15]N2CCC[C@@H]2COC)[CH2:11][CH2:12][CH2:13][CH3:14])=[CH:8][N:7]=[C:6]1[C:24]1[CH:29]=[CH:28][CH:27]=[CH:26][CH:25]=1)[CH2:2][CH2:3][CH3:4].B.C1COCC1.Cl>C1COCC1>[CH2:1]([N:5]1[C:9]([C@H:10]([NH2:15])[CH2:11][CH2:12][CH2:13][CH3:14])=[CH:8][N:7]=[C:6]1[C:24]1[CH:25]=[CH:26][CH:27]=[CH:28][CH:29]=1)[CH2:2][CH2:3][CH3:4] |f:1.2|. Reported procedure: To a solution of 193 (1.43 g, 3.6 mmol) under argon in anhydrous THF (25 mL) at room temperature is slowly added borane-THF complex (1 M in THF, 54 ml, 54 mmol). The mixture is then refluxed under argon for 16 h. After cooling to room temperature, 10% HCl (20 mL) is added very slowly and the mixture is stirred for 2 h at room temperature. The organic solvent is removed under reduced pressure and the residue is extracted with ether. The aqueous phase is saturated with solid potassium carbonate an... Run in CC(=O)C (acetone), C(C)(=O)OCC (ethyl acetate). Procedure: A mixture of rac-6-chloro-3-(4-chloro-phenyl)-1,3-dihydro-indol-2-one (0.17 g, 0.6 mmol) (from Example 7b supra), benzyl bromide (0.12 g, 0.7 mmol) (Aldrich), potassium iodide (0.12 g, 0.71 mmol) and potassium carbonate (0.18 g, 1.3 mmol) in acetone (5 mL) was heated at 60° C. for 5 hours in a capped pressure tube. Mixture was then stirred at room temperature over night and then diluted with ethyl acetate (50 mL) and extracted with water (2×50 mL) and brine (50 mL). Aqueous layers were back wash... As a reaction SMILES: [Cl:1][C:2]1[CH:10]=[C:9]2[C:5]([CH:6]([C:12]3[CH:17]=[CH:16][C:15]([Cl:18])=[CH:14][CH:13]=3)[C:7](=[O:11])[NH:8]2)=[CH:4][CH:3]=1.[CH2:19](Br)[C:20]1[CH:25]=[CH:24][CH:23]=[CH:22][CH:21]=1.[I-].[K+].C(=O)([O-])[O-].[K+].[K+]>CC(C)=O.C(OCC)(=O)C>[CH2:19]([C:6]1([C:12]2[CH:17]=[CH:16][C:15]([Cl:18])=[CH:14][CH:13]=2)[C:5]2[C:9](=[CH:10][C:2]([Cl:1])=[CH:3][CH:4]=2)[NH:8][C:7]1=[O:11])[C:20]1[CH:25]=[CH:24][CH:23]=[CH:22][CH:21]=1 |f:2.3,4.5.6|. Product: C(C1=CC=CC=C1)C1(C(NC2=CC(=CC=C12)Cl)=O)C1=CC=C(C=C1)Cl (rac-3-benzyl-6-chloro-3-(4-chloro-phenyl)-1,3-dihydro-indol-2-one). The reactants are ClC1=CC=C2C(C(NC2=C1)=O)C1=CC=C(C=C1)Cl (rac-6-chloro-3-(4-chloro-phenyl)-1,3-dihydro-indol-2-one), C(C1=CC=CC=C1)Br (benzyl bromide), [I-].[K+] (potassium iodide), C([O-])([O-])=O.[K+].[K+] (potassium carbonate). Reaction conditions: temperature 60 celsius. The reactants are ClC1=CC=C(C(=O)NC=2C(=NC=CC2)NCC(C2=CC=CC=C2)O)C=C1 (4-Chloro-N-[2-[(2-hydroxy-2-phenylethyl)amino]-3-pyridinyl]benzamide), [O-][Si](=O)[O-].[Mg+2] (Florisil). Run in C(C)(=O)OCC (ethyl acetate). Product: ClC1=CC=C(C=C1)C1=NC=2C(=NC=CC2)N1CC(O)C1=CC=CC=C1 (2-(4-Chlorophenyl)-α-phenyl-3H-imidazo[4,5-b]pyridine-3-ethanol). Yield: 6.4%. Reaction SMILES: [Cl:1][C:2]1[CH:26]=[CH:25][C:5]([C:6]([NH:8][C:9]2[C:10]([NH:15][CH2:16][CH:17]([OH:24])[C:18]3[CH:23]=[CH:22][CH:21]=[CH:20][CH:19]=3)=[N:11][CH:12]=[CH:13][CH:14]=2)=O)=[CH:4][CH:3]=1.[O-][Si]([O-])=O.[Mg+2]>C(OCC)(=O)C>[Cl:1][C:2]1[CH:26]=[CH:25][C:5]([C:6]2[N:15]([CH2:16][CH:17]([C:18]3[CH:23]=[CH:22][CH:21]=[CH:20][CH:19]=3)[OH:24])[C:10]3=[N:11][CH:12]=[CH:13][CH:14]=[C:9]3[N:8]=2)=[CH:4][CH:3]=1 |f:1.2|. Reported procedure: 4-Chloro-N-[2-[(2-hydroxy-2-phenylethyl)amino]-3-pyridinyl]benzamide (13.2 g, 0.036 mole) was heated at 180°-190° C. in a glass flask on a Wood's metal bath for 12 minutes. The residue was dissolved in ethyl acetate, treated with Florisil®, and filtered. The filtrate was diluted with hexanes to initiate crystallization. The solid was collected by filtration, washed with ethyl acetate/hexanes mixture and then hexane. The solid still contained 10-15% uncyclized material, and therefore a portion of... The reactants are CNC(=O)C1=CC=C2C=CN(C2=C1)C1CCN(CC1)C(=O)OCC1=CC=CC=C1 (N-methyl-1-(1-benzyloxycarbonylpiperidin-4-yl)-1H-indole-6-carboxamide), [H][H] (hydrogen). Reagents/catalysts: [C].[Pd] (palladium carbon), [C].[Pd] (palladium carbon). Run in CO (methanol). Product: CNC(=O)C1=CC=C2C=CN(C2=C1)C1CCNCC1 (N-methyl-1-(piperidin-4-yl)-1H-indole-6-carboxamide). Isolated yield 83.6%. Reaction SMILES: [CH3:1][NH:2][C:3]([C:5]1[CH:13]=[C:12]2[C:8]([CH:9]=[CH:10][N:11]2[CH:14]2[CH2:19][CH2:18][N:17](C(OCC3C=CC=CC=3)=O)[CH2:16][CH2:15]2)=[CH:7][CH:6]=1)=[O:4].[H][H]>CO.[C].[Pd]>[CH3:1][NH:2][C:3]([C:5]1[CH:13]=[C:12]2[C:8]([CH:9]=[CH:10][N:11]2[CH:14]2[CH2:19][CH2:18][NH:17][CH2:16][CH2:15]2)=[CH:7][CH:6]=1)=[O:4] |f:3.4|. Procedure details: 1.77 g of N-methyl-1-(1-benzyloxycarbonylpiperidin-4-yl)-1H-indole-6-carboxamide was dissolved in 30 ml of methanol. Then, 200 mg of 10% palladium carbon was added to the obtained solution. The reaction atmosphere was replaced by hydrogen, and it was then stirred at room temperature. After completion of the reaction, 10% palladium carbon was filtered off from the reaction solution, and the reaction solution was then concentrated under a reduced pressure. The residue was purified by NH silica gel... Procedure details: The title compound is synthesized by condensation of 6-chloro-1H-indole-2-carboxylic acid and dimethyl-(S)-pyrrolidin-3-yl-amine analogously to the preparation of Example 2 as a colorless solid; ES-MS: M+=292.2; HPLC: AtRet=3.15 min. The reactants are ClC1=CC=C2C=C(NC2=C1)C(=O)O (6-chloro-1H-indole-2-carboxylic acid), CN([C@@H]1CNCC1)C (dimethyl-(S)-pyrrolidin-3-yl-amine). Reaction SMILES: [Cl:1][C:2]1[CH:10]=[C:9]2[C:5]([CH:6]=[C:7]([C:11]([OH:13])=O)[NH:8]2)=[CH:4][CH:3]=1.[CH3:14][N:15]([CH3:21])[C@H:16]1[CH2:20][CH2:19][NH:18][CH2:17]1>>[Cl:1][C:2]1[CH:10]=[C:9]2[C:5]([CH:6]=[C:7]([C:11]([N:18]3[CH2:19][CH2:20][C@H:16]([N:15]([CH3:21])[CH3:14])[CH2:17]3)=[O:13])[NH:8]2)=[CH:4][CH:3]=1. Product: ClC1=CC=C2C=C(NC2=C1)C(=O)N1C[C@H](CC1)N(C)C ((6-Chloro-1H-indol-2-yl)-((S)-3-dimethylamino-pyrrolidin-1-yl)methanone). Reactants: Cl (HCl), OC1=C(C(=O)O)C=CC=C1OC (2-hydroxy-3-methoxybenzoic acid), C[Li] (Methyl lithium), CCOCC (ether). Run in [Cl-].[Na+].O (brine), C1CCOC1 (THF). Product: OC1=C(C=CC=C1OC)C(C)=O (1-(2-hydroxy-3-methoxy-phenyl)-ethanone). Isolated yield 71.8%. As a reaction SMILES: [OH:1][C:2]1[C:10]([O:11][CH3:12])=[CH:9][CH:8]=[CH:7][C:3]=1[C:4]([OH:6])=O.C[Li].[CH3:15]COCC.Cl>[Cl-].[Na+].O.C1COCC1>[OH:1][C:2]1[C:10]([O:11][CH3:12])=[CH:9][CH:8]=[CH:7][C:3]=1[C:4](=[O:6])[CH3:15] |f:4.5.6|. Reported procedure: In a 250 mL dry flask was charged with 2-hydroxy-3-methoxybenzoic acid (6.0 g, 36.0 mmol) and anhydrous THF (20 mL) under N2. Methyl lithium in an ether solution (1.6 M, 73.5 mL, 117.6 mmol) was added dropwise over 20 min. The reaction mixture was heated to reflux for 20 h. After cooling the mixture was poured into 25 mL of brine with 6 N HCl and extracted with 100 mL of EtOAc. The organic layer was further washed with brine three times and dried over sodium sulfate. The solvent was evaporated a...